The task is: describe an organic reaction: reactants, conditions, products, and yield. This data is from the Open Reaction Database (ORD), a public repository of structured organic reaction records. Reactants: C(C)(C)(C)NS(=O)(=O)C1=C(C=CC(=C1)[N+](=O)[O-])S(=O)(=O)CC (N-tert-butyl-2-ethylsulfonyl-5-nitrobenzenesulfonamide), [H][H] (hydrogen). Reagents/catalysts: [Pd] (palladium on charcoal). Run in CO (methanol). Yields the product NC=1C=CC(=C(C1)S(=O)(=O)NC(C)(C)C)S(=O)(=O)CC (5-Amino-N-tert-butyl-2-ethylsulfonylbenzenesulfonamide). Yield: 89.9%. As a reaction SMILES: [C:1]([NH:5][S:6]([C:9]1[CH:14]=[C:13]([N+:15]([O-])=O)[CH:12]=[CH:11][C:10]=1[S:18]([CH2:21][CH3:22])(=[O:20])=[O:19])(=[O:8])=[O:7])([CH3:4])([CH3:3])[CH3:2].[H][H]>CO.[Pd]>[NH2:15][C:13]1[CH:12]=[CH:11][C:10]([S:18]([CH2:21][CH3:22])(=[O:20])=[O:19])=[C:9]([S:6]([NH:5][C:1]([CH3:4])([CH3:3])[CH3:2])(=[O:7])=[O:8])[CH:14]=1. Procedure details: A mixture of 40 g of N-tert-butyl-2-ethylsulfonyl-5-nitrobenzenesulfonamide is dissolved in 1500 ml of methanol, 0.5 g of 10% palladium on charcoal is added and the mixture is stirred under a hydrogen atmosphere (1 atmosphere). When the uptake of hydrogen has ended, the catalyst is separated off and the solution is concentrated. 32.9 g of the aniline derivative are thus obtained; Starting materials: CC(C)(C)OC(=O)N(CCc1ccc(O)cc1)Cc1ccccc1, N#Cc1ccc(F)cc1Cl, [K+], [K+], O=C([O-])[O-], CN(C)C=O, O. Product: CC(C)(C)OC(=O)N(CCc1ccc(Oc2ccc(C#N)c(Cl)c2)cc1)Cc1ccccc1. As a reaction SMILES: [C:1]([CH3:2])([CH3:3])([CH3:4])[O:5][C:6]([N:7]([CH2:8][CH2:9][c:10]1[cH:11][cH:12][c:13]([OH:16])[cH:14][cH:15]1)[CH2:17][c:18]1[cH:19][cH:20][cH:21][cH:22][cH:23]1)=[O:24].[Cl:31][c:32]1[c:33]([C:34]#[N:35])[cH:36][cH:37][c:38]([F:40])[cH:39]1.[K+:25].[K+:26].[O-:27][C:28]([O-:29])=[O:30].[O:42]=[CH:43][N:44]([CH3:45])[CH3:46].[OH2:41]>>[C:1]([CH3:2])([CH3:3])([CH3:4])[O:5][C:6]([N:7]([CH2:8][CH2:9][c:10]1[cH:11][cH:12][c:13]([O:16][c:38]2[cH:37][cH:36][c:33]([C:34]#[N:35])[c:32]([Cl:31])[cH:39]2)[cH:14][cH:15]1)[CH2:17][c:18]1[cH:19][cH:20][cH:21][cH:22][cH:23]1)=[O:24]. Starting materials: CCCc1c(OCCCCCC(=O)c2ccc(OC)c(OC)c2)ccc(C(=O)OC)c1O, CO, [Na+], [OH-]. Reaction SMILES: [CH3:1][O:2][C:3]([c:4]1[c:5]([OH:31])[c:6]([CH2:28][CH2:29][CH3:30])[c:7]([O:10][CH2:11][CH2:12][CH2:13][CH2:14][CH2:15][C:16](=[O:17])[c:18]2[cH:19][c:20]([O:26][CH3:27])[c:21]([O:24][CH3:25])[cH:22][cH:23]2)[cH:8][cH:9]1)=[O:32].[CH3:33][OH:34].[Na+:36].[OH-:35]>>[O:2]=[C:3]([c:4]1[c:5]([OH:31])[c:6]([CH2:28][CH2:29][CH3:30])[c:7]([O:10][CH2:11][CH2:12][CH2:13][CH2:14][CH2:15][C:16](=[O:17])[c:18]2[cH:19][c:20]([O:26][CH3:27])[c:21]([O:24][CH3:25])[cH:22][cH:23]2)[cH:8][cH:9]1)[OH:32]. The product is CCCc1c(OCCCCCC(=O)c2ccc(OC)c(OC)c2)ccc(C(=O)O)c1O.